The task is: describe an organic reaction: reactants, conditions, products, and yield. This data is from the Open Reaction Database (ORD), a public repository of structured organic reaction records. The reactants are OC1(CCC2(OCC(CO2)(C)C)CC1)CC=O ((9-hydroxy-3,3-dimethyl-1,5-dioxa-spiro[5.5]undec-9-yl)-acetaldehyde), C1(=CC=C(C=C1)[C@H](CC)N)C ((S)-1-p-tolyl-propylamine), Intermediate 2. Product: CC1(COC2(OC1)CCC(CC2)(O)CCN[C@@H](CC)C2=CC=C(C=C2)C)C (3,3-Dimethyl-9-{2-[(S)-1-p-tolyl-propylamino]-ethyl}-1,5-dioxa-spiro[5.5]undecan-9-ol). The yield is 55.0%. Reaction SMILES: [OH:1][C:2]1([CH2:15][CH:16]=O)[CH2:14][CH2:13][C:5]2([O:10][CH2:9][C:8]([CH3:12])([CH3:11])[CH2:7][O:6]2)[CH2:4][CH2:3]1.[C:18]1([CH3:28])[CH:23]=[CH:22][C:21]([C@@H:24]([NH2:27])[CH2:25][CH3:26])=[CH:20][CH:19]=1>>[CH3:12][C:8]1([CH3:11])[CH2:7][O:6][C:5]2([CH2:13][CH2:14][C:2]([CH2:15][CH2:16][NH:27][C@H:24]([C:21]3[CH:20]=[CH:19][C:18]([CH3:28])=[CH:23][CH:22]=3)[CH2:25][CH3:26])([OH:1])[CH2:3][CH2:4]2)[O:10][CH2:9]1. Procedure: The title compound is prepared from (9-hydroxy-3,3-dimethyl-1,5-dioxa-spiro[5.5]undec-9-yl)-acetaldehyde and (S)-1-p-tolyl-propylamine following a procedure analogous to that described in Step 3 of Intermediate 2. Yield: 55% of theory; LC (method 5): tR=1.10 min; Mass spectrum (ESI+): m/z=376 [M+H]+. As a reaction SMILES: [CH3:43][CH2:44][OH:45].[O:12]1[CH2:13][CH2:14][CH2:15][CH2:16][CH:17]1[O:18][CH2:19][CH2:20][c:21]1[cH:22][cH:23][c:24]([CH2:27][CH2:28][NH:29][c:30]2[n:31][cH:32][n:33][c:34]([CH2:41][CH3:42])[c:35]2[C:36](=[O:37])[O:38][CH2:39][CH3:40])[cH:25][cH:26]1.[c:1]1([CH3:2])[cH:3][cH:4][c:5]([S:6]([OH:7])(=[O:8])=[O:9])[cH:10][cH:11]1>>[OH:18][CH2:19][CH2:20][c:21]1[cH:22][cH:23][c:24]([CH2:27][CH2:28][NH:29][c:30]2[n:31][cH:32][n:33][c:34]([CH2:41][CH3:42])[c:35]2[C:36](=[O:37])[O:38][CH2:39][CH3:40])[cH:25][cH:26]1. Product: CCOC(=O)c1c(CC)ncnc1NCCc1ccc(CCO)cc1. The reactants are CCO, CCOC(=O)c1c(CC)ncnc1NCCc1ccc(CCOC2CCCCO2)cc1, Cc1ccc(S(=O)(=O)O)cc1. Reactants: N(C)CC(=O)O (sarcosine), COC(C=C)=O (methylacrylate), C=O (paraformaldehyde). Run in C1(=CC=CC=C1)C (toluene). Run at time 16 hour. Product: CN1CC(CC1)C(=O)OC (1-methyl-3-carbomethoxypyrrolidine). The yield is 43.1%. Reaction SMILES: [NH:1]([CH2:3][C:4](O)=O)[CH3:2].[CH3:7][O:8][C:9](=[O:12])[CH:10]=[CH2:11].C=O>C1(C)C=CC=CC=1>[CH3:2][N:1]1[CH2:3][CH2:4][CH:10]([C:9]([O:8][CH3:7])=[O:12])[CH2:11]1. Procedure details: A solution of sarcosine (30 g, 0.34 mol), methylacrylate (29 g, 0.34 mol) and paraformaldehyde (20.2 g, 0.67 mol) in toluene (3 l) was refluxed in a Dean-Stark trap apparatus for 0.5 h. The reaction mixture was cooled to room temperature and stirred for 16 h. Filtration through cotton wool and concentration under vacuum gave the title ester as a pale yellow liquid (21 g) m/e 143 (M+); δ(250 MHz, CDCl3) 2.05-2.16 (2H, m, CH2); 2.36 (3H, s, N--Me); 2.48-2.84 (4H, m, 2 of CH2 --N); 2.98-3.10 (1H, m... Reactants: BrC1=CC=C(C=C1)[C@@H](C)N1CCNCC1 ((R)-1-[1-(4-bromophenyl)ethyl]piperazine), ClC=1C=CC=2N(N1)C(=NN2)C(F)F (6-chloro-3-difluoromethyl-[1,2,4]-triazolo[4,3-b]pyridazine). Product: BrC1=CC=C(C=C1)[C@@H](C)N1CCN(CC1)C=1C=CC=2N(N1)C(=NN2)C(F)F (6-[4-[(1R)-1-(4-bromophenyl)ethyl]piperazin-1-yl]-3-(difluoromethyl)-[1,2,4]triazolo[4,3-b]pyridazine). The yield is 75.0%. RXN SMILES: [Br:1][C:2]1[CH:7]=[CH:6][C:5]([C@H:8]([N:10]2[CH2:15][CH2:14][NH:13][CH2:12][CH2:11]2)[CH3:9])=[CH:4][CH:3]=1.Cl[C:17]1[CH:18]=[CH:19][C:20]2[N:21]([C:23]([CH:26]([F:28])[F:27])=[N:24][N:25]=2)[N:22]=1>>[Br:1][C:2]1[CH:7]=[CH:6][C:5]([C@H:8]([N:10]2[CH2:11][CH2:12][N:13]([C:17]3[CH:18]=[CH:19][C:20]4[N:21]([C:23]([CH:26]([F:27])[F:28])=[N:24][N:25]=4)[N:22]=3)[CH2:14][CH2:15]2)[CH3:9])=[CH:4][CH:3]=1. Procedure: A mixture of (R)-1-[1-(4-bromophenyl)ethyl]piperazine and 6-chloro-3-difluoromethyl-[1,2,4]-triazolo[4,3-b]pyridazine was allowed to react by an analogous method to Example 269 to give 6-[4-[(1R)-1-(4-bromophenyl)ethyl]piperazin-1-yl]-3-(difluoromethyl)-[1,2,4]triazolo[4,3-b]pyridazine in 75% yield. As a reaction SMILES: [Cl:1][C:2]1[CH:3]=[CH:4][C:5]([C:28]([F:31])([F:30])[F:29])=[C:6]([CH:27]=1)[CH2:7][N:8]1[CH2:13][CH2:12][NH:11][C:10]2[N:14]=[CH:15][C:16]([C:18]3[CH:26]=[CH:25][C:21]([C:22](O)=[O:23])=[CH:20][CH:19]=3)=[CH:17][C:9]1=2.[N:32]1[CH:37]=[CH:36][CH:35]=[C:34]([CH:38]2[CH2:42][CH2:41][CH2:40][NH:39]2)[CH:33]=1>>[Cl:1][C:2]1[CH:3]=[CH:4][C:5]([C:28]([F:30])([F:31])[F:29])=[C:6]([CH:27]=1)[CH2:7][N:8]1[CH2:13][CH2:12][NH:11][C:10]2[N:14]=[CH:15][C:16]([C:18]3[CH:26]=[CH:25][C:21]([C:22]([N:39]4[CH2:40][CH2:41][CH2:42][CH:38]4[C:34]4[CH:33]=[N:32][CH:37]=[CH:36][CH:35]=4)=[O:23])=[CH:20][CH:19]=3)=[CH:17][C:9]1=2. Yields the product ClC=1C=CC(=C(CN2C3=C(NCC2)N=CC(=C3)C3=CC=C(C=C3)C(=O)N3C(CCC3)C=3C=NC=CC3)C1)C(F)(F)F ((4-{1-[5-Chloro-2-(trifluoromethyl)benzyl]-1,2,3,4-tetrahydropyrido[2,3-b]pyrazin-7-yl}phenyl)-(2-pyridin-3-yl-pyrrolidin-1-yl)methanone). The reactants are ClC=1C=CC(=C(CN2C3=C(NCC2)N=CC(=C3)C3=CC=C(C(=O)O)C=C3)C1)C(F)(F)F (4-{1-[5-chloro-2-(trifluoromethyl)benzyl]-1,2,3,4-tetrahydropyrido[2,3-b]pyrazin-7-yl}benzoic acid), N1=CC(=CC=C1)C1NCCC1 (2-(3-pyridinyl)pyrrolidine). Reported procedure: 4-{1-[5-chloro-2-(trifluoromethyl)benzyl]-1,2,3,4-tetrahydropyrido[2,3-b]pyrazin-7-yl}benzoic acid was reacted with 2-(3-pyridinyl)pyrrolidine as in General Procedure 10 to give the title compound. LCMS: m/z=577.97 (M+H+); retention time=0.63 minutes. Starting materials: CC(=O)Nc1nc(C)c(-c2cc(S(=O)(=O)NCCCN(C)C)sc2Br)s1, [Li]CCCC. The product is CC(=O)Nc1nc(C)c(-c2csc(S(=O)(=O)NCCCN(C)C)c2)s1. Reaction SMILES: [Br:1][c:2]1[s:3][c:4]([S:17]([NH:18][CH2:19][CH2:20][CH2:21][N:22]([CH3:23])[CH3:24])(=[O:25])=[O:26])[cH:5][c:6]1-[c:7]1[c:8]([CH3:16])[n:9][c:10]([NH:12][C:13]([CH3:14])=[O:15])[s:11]1.[CH2:27]([Li:28])[CH2:29][CH2:30][CH3:31]>>[cH:2]1[s:3][c:4]([S:17]([NH:18][CH2:19][CH2:20][CH2:21][N:22]([CH3:23])[CH3:24])(=[O:25])=[O:26])[cH:5][c:6]1-[c:7]1[c:8]([CH3:16])[n:9][c:10]([NH:12][C:13]([CH3:14])=[O:15])[s:11]1. Reactants: C(CCC)[Li] (butyllithium), C(C)(C)[C@@H]1NC(OC1)=O (4(S)-isopropyl-2-oxazolidinone), COC1=CC=C(C=C1)CCC(=O)Cl (3-(4-methoxyphenyl)propionyl chloride), [Cl-].[NH4+] (ammonium chloride). The solvent is O1CCCC1 (tetrahydrofuran), CCCCCC (hexane), O1CCCC1 (tetrahydrofuran). Reaction conditions: time 30 minute. Yields the product C(C)(C)[C@@H]1N(C(OC1)=O)C(CC(C)C1=CC=C(C=C1)OC)=O (4(S)-Isopropyl-3-[3-(4-methoxyphenyl)-1-oxobutyl]-2-oxazolidinone). Isolated yield 76.2%. Reaction SMILES: [CH2:1]([Li])CCC.[CH:6]([C@H:9]1[CH2:13][O:12][C:11](=[O:14])[NH:10]1)([CH3:8])[CH3:7].[CH3:15][O:16][C:17]1[CH:22]=[CH:21][C:20]([CH2:23][CH2:24][C:25](Cl)=[O:26])=[CH:19][CH:18]=1.[Cl-].[NH4+]>O1CCCC1.CCCCCC>[CH:6]([C@H:9]1[CH2:13][O:12][C:11](=[O:14])[N:10]1[C:25](=[O:26])[CH2:24][CH:23]([C:20]1[CH:21]=[CH:22][C:17]([O:16][CH3:15])=[CH:18][CH:19]=1)[CH3:1])([CH3:8])[CH3:7] |f:3.4|. Reported procedure: 18.19 ml (29.1 mmoles) of butyllithium (as a 1.6M hexane solution) were added dropwise at -78° C. and under an atmosphere of nitrogen to a solution of 3.13 g (24.2 mmoles) of 4(S)-isopropyl-2-oxazolidinone in 50 ml of anhydrous tetrahydrofuran, and then the mixture was stirred for 30 minutes. At the end of this time, a solution of 5.43 g (29.1 mmoles) of 3-(4-methoxyphenyl)propionyl chloride in 20 ml of anhydrous tetrahydrofuran was added dropwise to the resulting mixture over the course of 10 m... Reaction SMILES: C(N[C:6]([N:8]1[CH2:13]CC[C@@H](CNC2C(F)=CN=C(C3C4C(=NC=C(Cl)C=4)NC=3)N=2)[CH2:9]1)=[O:7])(C)(C)C.[NH2:33][C@@H:34]1[CH2:39][CH2:38][CH2:37][CH2:36][C@H:35]1[CH2:40][NH:41][C:42]1[C:47]([F:48])=[CH:46][N:45]=[C:44]([C:49]2[C:57]3[C:52](=[N:53][CH:54]=[C:55]([Cl:58])[CH:56]=3)[N:51](S(C3C=CC(C)=CC=3)(=O)=O)[CH:50]=2)[N:43]=1.[Cl-]>>[Cl:58][C:55]1[CH:56]=[C:57]2[C:49]([C:44]3[N:43]=[C:42]([NH:41][CH2:40][C@@H:35]4[CH2:36][CH2:37][CH2:38][CH2:39][C@H:34]4[NH:33][C:6](=[O:7])[N:8]([CH3:13])[CH3:9])[C:47]([F:48])=[CH:46][N:45]=3)=[CH:50][NH:51][C:52]2=[N:53][CH:54]=1. The reactants are C(C)(C)(C)NC(=O)N1C[C@@H](CCC1)CNC1=NC(=NC=C1F)C1=CNC2=NC=C(C=C21)Cl ((S)—N-tert-butyl-3-((2-(5-chloro-1H-pyrrolo[2,3-b]pyridin-3-yl)-5-fluoropyrimidin-4-ylamino)methyl)piperidine-1-carboxamide), [Cl-] (chloride), N[C@H]1[C@@H](CCCC1)CNC1=NC(=NC=C1F)C1=CN(C2=NC=C(C=C21)Cl)S(=O)(=O)C2=CC=C(C)C=C2 (N-((trans-2-aminocyclohexyl)methyl)-2-(5-chloro-1-tosyl-1H-pyrrolo[2,3-b]pyridin-3-yl)-5-fluoropyrimidin-4-amine), 14f. The product is ClC=1C=C2C(=NC1)NC=C2C2=NC=C(C(=N2)NC[C@H]2[C@@H](CCCC2)NC(N(C)C)=O)F (3-(trans-2-((2-(5-chloro-1H-pyrrolo[2,3-b]pyridin-3-yl)-5-fluoropyrimidin-4-ylamino)methyl)cyclohexyl)-1,1-dimethylurea). Procedure details: Urea 564 was prepared according to the procedure for compound 20 (Scheme 12A) using N-((trans-2-aminocyclohexyl)methyl)-2-(5-chloro-1-tosyl-1H-pyrrolo[2,3-b]pyridin-3-yl)-5-fluoropyrimidin-4-amine, 14f, and dimethylcarbomoyl chloride, afforded desired product, 564, as a racemic mixture of trans isomers. Reactants: CN1CCCC1=O, COc1cc(C)c(-c2cn(C)c3c(Cl)nc(C)nc23)c(C)c1, COc1ccc(CC(=O)NCCN)cc1, O. Yields the product COc1ccc(CC(=O)NCCNc2nc(C)nc3c(-c4c(C)cc(OC)cc4C)cn(C)c23)cc1. RXN SMILES: [CH3:39][N:40]1[CH2:41][CH2:42][CH2:43][C:44]1=[O:45].[Cl:1][c:2]1[c:3]2[c:4]([n:5][c:6]([CH3:8])[n:7]1)[c:9](-[c:13]1[c:14]([CH3:22])[cH:15][c:16]([O:20][CH3:21])[cH:17][c:18]1[CH3:19])[cH:10][n:11]2[CH3:12].[NH2:23][CH2:24][CH2:25][NH:26][C:27]([CH2:28][c:29]1[cH:30][cH:31][c:32]([O:35][CH3:36])[cH:33][cH:34]1)=[O:37].[OH2:38]>>[c:2]1([NH:23][CH2:24][CH2:25][NH:26][C:27]([CH2:28][c:29]2[cH:30][cH:31][c:32]([O:35][CH3:36])[cH:33][cH:34]2)=[O:37])[c:3]2[c:4]([n:5][c:6]([CH3:8])[n:7]1)[c:9](-[c:13]1[c:14]([CH3:22])[cH:15][c:16]([O:20][CH3:21])[cH:17][c:18]1[CH3:19])[cH:10][n:11]2[CH3:12].